From a dataset of the Open Reaction Database (ORD), a public repository of structured organic reaction records. describe an organic reaction: reactants, conditions, products, and yield Reactants: C(C)(=O)C1=CC=C(C(=O)OCC)C=C1 (ethyl 4-acetylbenzoate), C(=O)(O)[O-].[Na+] (NaHCO3), BrBr (bromine). The reagents and catalysts are [Cl-].[Al+3].[Cl-].[Cl-] (aluminium chloride). Run in CCOCC (ether). Reaction conditions: time 2 hour. Product: BrCC(=O)C1=CC=C(C(=O)OCC)C=C1 (ethyl 4-(2′-bromoacetyl)benzoate). Isolated yield 81.7%. As a reaction SMILES: [C:1]([C:4]1[CH:14]=[CH:13][C:7]([C:8]([O:10][CH2:11][CH3:12])=[O:9])=[CH:6][CH:5]=1)(=[O:3])[CH3:2].[Br:15]Br.C([O-])(O)=O.[Na+]>CCOCC.[Cl-].[Al+3].[Cl-].[Cl-]>[Br:15][CH2:2][C:1]([C:4]1[CH:14]=[CH:13][C:7]([C:8]([O:10][CH2:11][CH3:12])=[O:9])=[CH:6][CH:5]=1)=[O:3] |f:2.3,5.6.7.8|. Reported procedure: To a solution of ethyl 4-acetylbenzoate (5.12 g, 26.6 mmol) in ether (50 ml) containing aluminium chloride (0.025 g, 0.19 mmol) is added bromine (1.31 ml, 26.6 mmol) and the reaction mixture is stirred for 2 h. The reaction mixture is poured into saturated NaHCO3 solution and stirred for 30 min. and the layers are separated. The organic layer is washed with NaHCO3, H2O, dried over MgSO4, concentrated to half of its volume and refrigerated overnight. The resulting solid is filtered to yield ethyl... The reactants are O=C(Cl)C1CC1, CC(C)(C#N)c1cccc(C(=O)Nc2cccc(Oc3ccc4nc(N)sc4c3C#N)c2)c1, c1ccncc1. Yields the product CC(C)(C#N)c1cccc(C(=O)Nc2cccc(Oc3ccc4nc(NC(=O)C5CC5)sc4c3C#N)c2)c1. Reaction SMILES: [CH:34]1([C:37](=[O:38])[Cl:39])[CH2:35][CH2:36]1.[NH2:1][c:2]1[s:3][c:4]2[c:5]([n:6]1)[cH:7][cH:8][c:9]([O:13][c:14]1[cH:15][c:16]([NH:20][C:21]([c:22]3[cH:23][c:24]([C:28]([CH3:29])([CH3:30])[C:31]#[N:32])[cH:25][cH:26][cH:27]3)=[O:33])[cH:17][cH:18][cH:19]1)[c:10]2[C:11]#[N:12].[cH:40]1[cH:41][cH:42][n:43][cH:44][cH:45]1>>[NH:1]([c:2]1[s:3][c:4]2[c:5]([n:6]1)[cH:7][cH:8][c:9]([O:13][c:14]1[cH:15][c:16]([NH:20][C:21]([c:22]3[cH:23][c:24]([C:28]([CH3:29])([CH3:30])[C:31]#[N:32])[cH:25][cH:26][cH:27]3)=[O:33])[cH:17][cH:18][cH:19]1)[c:10]2[C:11]#[N:12])[C:37]([CH:34]1[CH2:35][CH2:36]1)=[O:38]. Starting materials: C(C)OC(=O)[C@@H]1N(CCC1)C(=O)SC1=CC(=CC=C1)OCC=1N=C(OC1C)C1=CC=CC=C1 ((R)-1-[3-(5-methyl-2-phenyl-oxazol-4-ylmethoxy)-phenylsulfanylcarbonyl]-pyrrolidine-2-carboxylic acid ethyl ester), [OH-].[Na+] (sodium hydroxide). Run in CO (methanol), O (water). Reaction conditions: time 4 hour. Product: CC1=C(N=C(O1)C1=CC=CC=C1)COC=1C=C(C=CC1)SC(=O)N1[C@H](CCC1)C(=O)O ((R)-1-[3-(5-methyl-2-phenyl-oxazol-4-ylmethoxy)-phenylsulfanylcarbonyl]-pyrrolidine-2-carboxylic acid). Reaction SMILES: C([O:3][C:4]([C@H:6]1[CH2:10][CH2:9][CH2:8][N:7]1[C:11]([S:13][C:14]1[CH:19]=[CH:18][CH:17]=[C:16]([O:20][CH2:21][C:22]2[N:23]=[C:24]([C:28]3[CH:33]=[CH:32][CH:31]=[CH:30][CH:29]=3)[O:25][C:26]=2[CH3:27])[CH:15]=1)=[O:12])=[O:5])C.[OH-].[Na+]>CO.O>[CH3:27][C:26]1[O:25][C:24]([C:28]2[CH:33]=[CH:32][CH:31]=[CH:30][CH:29]=2)=[N:23][C:22]=1[CH2:21][O:20][C:16]1[CH:15]=[C:14]([S:13][C:11]([N:7]2[CH2:8][CH2:9][CH2:10][C@@H:6]2[C:4]([OH:5])=[O:3])=[O:12])[CH:19]=[CH:18][CH:17]=1 |f:1.2|. Reported procedure: To a stirred solution of the title D compound, (R)-1-[3-(5-methyl-2-phenyl-oxazol-4-ylmethoxy)-phenylsulfanylcarbonyl]-pyrrolidine-2-carboxylic acid ethyl ester (1.5 g, 3.22 mmol) in methanol (15 mL) is added sodium hydroxide (0.26 g, 6.44 mmol) in water (10 mL) at RT. The reaction mixture is stirred for 4 h. The reaction mixture is concentrated at reduced pressure, poured into water, the aqueous layer is separated, washed with ethyl acetate twice, acidified with concentrated HCl and extracted t... Conditions: time 2 hour. RXN SMILES: [NH2:1][C:2]1[C:3]2[N:4]([N:8]=[C:9]([S:11][CH2:12][C:13]3[CH:18]=[CH:17][CH:16]=[CH:15][CH:14]=3)[N:10]=2)[CH:5]=[CH:6][CH:7]=1.[Cl:19]N1C(C)(C)C(=O)N(Cl)C1=O.S(=O)(O)[O-].[Na+]>ClCCl>[NH2:1][C:2]1[C:3]2[N:4]([N:8]=[C:9]([S:11][CH2:12][C:13]3[CH:14]=[CH:15][CH:16]=[CH:17][CH:18]=3)[N:10]=2)[C:5]([Cl:19])=[CH:6][CH:7]=1 |f:2.3|. Run in ClCCl (dichloromethane). Reported procedure: A solution of 8-amino-2-benzylthio[1,2,4]triazolo[1,5-a]pyridine (14.0 g, 0.0546 mol) and 1,3-dichloro-5,5-dimethylhydantoin (5.4 g, 0.0273 mol) were combined in 500 mL of dichloromethane and the mixture was heated at reflux with stirring for two hours. Additional 1,3-dichloro-5,5-dimethylhydantoin (5.0 g, 0.025 mol) was added and the reaction was heated with stirring for an additional hour. The reaction mixture was cooled and dilute aqueous sodium bisulfite was added with stirring and allowed t... The reactants are NC=1C=2N(C=CC1)N=C(N2)SCC2=CC=CC=C2 (8-amino-2-benzylthio[1,2,4]triazolo[1,5-a]pyridine), S([O-])(O)=O.[Na+] (sodium bisulfite), ClN1C(=O)N(C(=O)C1(C)C)Cl (1,3-dichloro-5,5-dimethylhydantoin), ClN1C(=O)N(C(=O)C1(C)C)Cl (1,3-dichloro-5,5-dimethylhydantoin). The product is NC=1C=2N(C(=CC1)Cl)N=C(N2)SCC2=CC=CC=C2 (8-Amino-2-benzylthio-5-chloro[1,2,4]triazolo[1,5-a]pyridine). The reactants are O=C(NCC1CCC(C(=O)O)CC1)OCc1ccccc1, CCN(C(C)C)C(C)C, NCc1nccnc1Cl, ClCCl, Cl, On1nnc2ccccc21. Product: O=C(NCC1CCC(C(=O)NCc2nccnc2Cl)CC1)OCc1ccccc1. As a reaction SMILES: [CH2:30]([c:31]1[cH:32][cH:33][cH:34][cH:35][cH:36]1)[O:37][C:38](=[O:39])[NH:40][CH2:41][CH:42]1[CH2:43][CH2:44][CH:45]([C:48](=[O:49])[OH:50])[CH2:46][CH2:47]1.[CH:11]([N:12]([CH2:13][CH3:14])[CH:15]([CH3:16])[CH3:17])([CH3:18])[CH3:19].[Cl:2][c:3]1[c:4]([CH2:9][NH2:10])[n:5][cH:6][cH:7][n:8]1.[Cl:51][CH2:52][Cl:53].[ClH:1].[OH:20][n:21]1[c:22]2[cH:23][cH:24][cH:25][cH:26][c:27]2[n:28][n:29]1>>[Cl:2][c:3]1[c:4]([CH2:9][NH:10][C:48]([CH:45]2[CH2:44][CH2:43][CH:42]([CH2:41][NH:40][C:38]([O:37][CH2:30][c:31]3[cH:32][cH:33][cH:34][cH:35][cH:36]3)=[O:39])[CH2:47][CH2:46]2)=[O:49])[n:5][cH:6][cH:7][n:8]1.